Dataset: the Open Reaction Database (ORD), a public repository of structured organic reaction records. Task: describe an organic reaction: reactants, conditions, products, and yield Starting materials: NC=1C=CC=C2C=CC=NC12 (8-aminoquinoline), [Na] (sodium), C(C)O (ethanol), [Na] (sodium). Solvent: O (water). The product is NC=1C=CC=C2CCCNC12 (8-Amino-1,2,3,4-Tetrahydroquinoline). Yield: 52.4%. Reaction SMILES: [NH2:1][C:2]1[CH:3]=[CH:4][CH:5]=[C:6]2[C:11]=1[N:10]=[CH:9][CH:8]=[CH:7]2.C(O)C.[Na]>O>[NH2:1][C:2]1[CH:3]=[CH:4][CH:5]=[C:6]2[C:11]=1[NH:10][CH2:9][CH2:8][CH2:7]2 |^1:14|. Procedure: To a solution of 20.00 g of 8-aminoquinoline in boiling absolute ethanol (400 ml) was added 44.74 g of sodium pellets over 20 mins, with stirring, until the sodium is dissolved. The reaction mixture was poured into water (50 ml) and concentrated. The residue was diluted with sodium bicarbonate solution and the mixture was extracted with dichloromethane. The extracts were dried over anhydrous magnesium sulfate, filtered, and the filtrate was evaporated. The residue was distilled under vacuum to g... Reactants: CC(C)(C)CI, Oc1ccccc1S. Yields the product CC(C)(C)CSc1ccccc1O. Reaction SMILES: [CH2:9]([C:10]([CH3:11])([CH3:12])[CH3:13])[I:14].[SH:1][c:2]1[c:3]([OH:8])[cH:4][cH:5][cH:6][cH:7]1>>[S:1]([c:2]1[c:3]([OH:8])[cH:4][cH:5][cH:6][cH:7]1)[CH2:9][C:10]([CH3:11])([CH3:12])[CH3:13]. Reactants: Br.C(CCC)NC=1C=C(CBr)C=C(C1OC1=CC=CC=C1)S(N)(=O)=O (3-n-butylamino-4-phenoxy-5-sulfamylbenzyl bromide hydrobromide), NC1=CC=CC=C1 (aniline). The solvent is CO (methanol), O (water). Product: C(CCC)NC=1C=C(CNC2=CC=CC=C2)C=C(C1OC1=CC=CC=C1)S(N)(=O)=O ((3-n-butylamino-4-phenoxy-5-sulfamylbenzyl)aniline). RXN SMILES: Br.[CH2:2]([NH:6][C:7]1[CH:8]=[C:9]([CH:12]=[C:13]([S:22](=[O:25])(=[O:24])[NH2:23])[C:14]=1[O:15][C:16]1[CH:21]=[CH:20][CH:19]=[CH:18][CH:17]=1)[CH2:10]Br)[CH2:3][CH2:4][CH3:5].[NH2:26][C:27]1[CH:32]=[CH:31][CH:30]=[CH:29][CH:28]=1>CO.O>[CH2:2]([NH:6][C:7]1[CH:8]=[C:9]([CH:12]=[C:13]([S:22](=[O:25])(=[O:24])[NH2:23])[C:14]=1[O:15][C:16]1[CH:21]=[CH:20][CH:19]=[CH:18][CH:17]=1)[CH2:10][NH:26][C:27]1[CH:32]=[CH:31][CH:30]=[CH:29][CH:28]=1)[CH2:3][CH2:4][CH3:5] |f:0.1|. Procedure details: A solution of 3-n-butylamino-4-phenoxy-5-sulfamylbenzyl bromide hydrobromide (2.5 g; prepared as described in Example 67) and aniline (10 ml) in methanol (20 ml) is refluxed for 16 hours. After cooling the mixture is diluted with water (about 80 ml); the resulting semi-solid precipitate is washed twice with water, which is decanted, and is then crystallized from aqueous ethanol. After filtration and recrystallization from ethanol, (3-n-butylamino-4-phenoxy-5-sulfamylbenzyl)aniline is obtained wi... Starting materials: C(C)(C)(C)OC(=O)N1CCC2=C(N(N=C2CC1)C1CCC1)OS(=O)(=O)C(F)(F)F (2-cyclobutyl-3-trifluoromethanesulfonyloxy-4,5,7,8-tetrahydro-2H-1,2,6-triaza-azulene-6-carboxylic acid tert-butyl ester), CC1=CC=C(C=C1)B(O)O (4-methylphenylboronic acid). Product: C1(CCC1)N1N=C2CCNCCC2=C1C1=CC=C(C=C1)C (2-Cyclobutyl-3-p-tolyl-2,4,5,6,7,8-hexahydro-1,2,6-triaza-azulene). Isolated yield 95.2%. RXN SMILES: C(OC([N:8]1[CH2:17][CH2:16][C:15]2[C:11](=[C:12](OS(C(F)(F)F)(=O)=O)[N:13]([CH:18]3[CH2:21][CH2:20][CH2:19]3)[N:14]=2)[CH2:10][CH2:9]1)=O)(C)(C)C.[CH3:30][C:31]1[CH:36]=[CH:35][C:34](B(O)O)=[CH:33][CH:32]=1>>[CH:18]1([N:13]2[C:12]([C:34]3[CH:35]=[CH:36][C:31]([CH3:30])=[CH:32][CH:33]=3)=[C:11]3[C:15]([CH2:16][CH2:17][NH:8][CH2:9][CH2:10]3)=[N:14]2)[CH2:19][CH2:20][CH2:21]1. Reported procedure: The title compound (117 mg) was prepared according to Example 263 using 192 mg of 2-cyclobutyl-3-trifluoromethanesulfonyloxy-4,5,7,8-tetrahydro-2H-1,2,6-triaza-azulene-6-carboxylic acid tert-butyl ester (Example 276, Step A) and 83 mg of 4-methylphenylboronic acid. MS (ESI): exact mass calculated for C18H23N3, 281.19. found, m/z 282.5 [M+H]+. 1H NMR (500 MHz, CD3OD): 7.41-7.32 (m, 2H), 7.23-7.13 (m, 2H), 4.71-4.65 (m, 2H), 4.00-3.41 (m, 2H), 3.32-3.05 (m, 3H), 2.95-2.79 (m, 2H), 2.67-2.58 (m, 2H... Reactants: O=S1(CCN(CC1)CCN[C@]12[C@@H]([C@H]3CC[C@@H]4[C@]5(CC=C(C([C@@H]5CC[C@]4([C@@]3(CC1)C)C)(C)C)C1=CC=C(C(=O)O)C=C1)C)[C@@H](CC2)C(=C)C)=O (4-((1R,3aS,5aR,5bR,7aR,11aS,11bR,13aR,13bR)-3a-((2-(1,1-dioxido-4-thiomorpholinyl)ethyl)amino)-1-isopropenyl-5a,5b,8,8,11a-pentamethyl-2,3,3a,4,5,5a,5b,6,7,7a,8,11,11a,11b,12,13,13a,13b-octadecahydro-1H-cyclopenta[a]chrysen-9-yl)benzoic acid), [H][H] (hydrogen). The reagents and catalysts are [Pd] (Pd/C). Run in CO (methanol), C(C)(=O)OCC (ethyl acetate). Yields the product O=S1(CCN(CC1)CCN[C@]12[C@@H]([C@H]3CC[C@@H]4[C@]5(CC=C(C([C@@H]5CC[C@]4([C@@]3(CC1)C)C)(C)C)C1=CC=C(C(=O)O)C=C1)C)[C@@H](CC2)C(C)C)=O (4-((1S,3aS,5aR,5bR,7aR,11aS,11bR,13aR,13bR)-3a-((2-(1,1-dioxido-4-thiomorpholinyl)ethyl)amino)-1-isopropyl-5a,5b,8,8,11a-pentamethyl-2,3,3a,4,5,5a,5b,6,7,7a,8,11,11a,11b,12,13,13a,13b-octadecahydro-1H-cyclopenta[a]chrysen-9-yl)benzoic acid). The yield is 5.6%. RXN SMILES: [O:1]=[S:2]1(=[O:49])[CH2:7][CH2:6][N:5]([CH2:8][CH2:9][NH:10][C@:11]23[CH2:45][CH2:44][C@@H:43]([C:46]([CH3:48])=[CH2:47])[C@@H:12]2[C@@H:13]2[C@@:26]([CH3:29])([CH2:27][CH2:28]3)[C@@:25]3([CH3:30])[C@@H:16]([C@:17]4([CH3:42])[C@@H:22]([CH2:23][CH2:24]3)[C:21]([CH3:32])([CH3:31])[C:20]([C:33]3[CH:41]=[CH:40][C:36]([C:37]([OH:39])=[O:38])=[CH:35][CH:34]=3)=[CH:19][CH2:18]4)[CH2:15][CH2:14]2)[CH2:4][CH2:3]1.[H][H]>CO.C(OCC)(=O)C.[Pd]>[O:49]=[S:2]1(=[O:1])[CH2:7][CH2:6][N:5]([CH2:8][CH2:9][NH:10][C@:11]23[CH2:45][CH2:44][C@@H:43]([CH:46]([CH3:47])[CH3:48])[C@@H:12]2[C@@H:13]2[C@@:26]([CH3:29])([CH2:27][CH2:28]3)[C@@:25]3([CH3:30])[C@@H:16]([C@:17]4([CH3:42])[C@@H:22]([CH2:23][CH2:24]3)[C:21]([CH3:32])([CH3:31])[C:20]([C:33]3[CH:41]=[CH:40][C:36]([C:37]([OH:39])=[O:38])=[CH:35][CH:34]=3)=[CH:19][CH2:18]4)[CH2:15][CH2:14]2)[CH2:4][CH2:3]1. Procedure details: A mixture of 4-((1R,3aS,5aR,5bR,7aR,11aS,11bR,13aR,13bR)-3a-((2-(1,1-dioxido-4-thiomorpholinyl)ethyl)amino)-1-isopropenyl-5a,5b,8,8,11a-pentamethyl-2,3,3a,4,5,5a,5b,6,7,7a,8,11,11a,11b,12,13,13a,13b-octadecahydro-1H-cyclopenta[a]chrysen-9-yl)benzoic acid (100 mg, 0.145 mmol) and 10% Pd/C (90 mg, 0.087 mmol) in methanol (5 mL) and ethyl acetate (5 mL) was loaded onto a PARR shaker reactor and treated with hydrogen for 25 hours under 40 psi at room temperature. The reaction mixture was filtered th... Reactants: CCc1ccc(I)cn1, C1CCOC1, CON(C)C(=O)c1cn(Cc2cccc(C)n2)c2ccccc2c1=O, CC(C)[Mg+], [Cl-]. The product is CCc1ccc(C(=O)c2cn(Cc3cccc(C)n3)c3ccccc3c2=O)cn1. As a reaction SMILES: [CH2:26]([CH3:27])[c:28]1[n:29][cH:30][c:31]([I:34])[cH:32][cH:33]1.[CH2:40]1[O:41][CH2:42][CH2:43][CH2:44]1.[CH3:1][O:2][N:3]([C:4](=[O:5])[c:6]1[cH:7][n:8]([CH2:17][c:18]2[n:19][c:20]([CH3:24])[cH:21][cH:22][cH:23]2)[c:9]2[cH:10][cH:11][cH:12][cH:13][c:14]2[c:15]1=[O:16])[CH3:25].[CH:36]([Mg+:37])([CH3:38])[CH3:39].[Cl-:35]>>[C:4](=[O:5])([c:6]1[cH:7][n:8]([CH2:17][c:18]2[n:19][c:20]([CH3:24])[cH:21][cH:22][cH:23]2)[c:9]2[cH:10][cH:11][cH:12][cH:13][c:14]2[c:15]1=[O:16])[c:31]1[cH:30][n:29][c:28]([CH2:26][CH3:27])[cH:33][cH:32]1. Solvent: O (water). The reactants are C(C)OC(COC1=CC(=C(C(=C1)Cl)OCCCOC1=CC=C(C=C1)Cl)Cl)OCC (4-(3-(4-Chlorophenoxy)propyloxy)-3,5-dichlorophenoxyacetaldehyde diethylacetal), Cl (hydrochloric acid), C(C)(=O)O (acetic acid). Reaction SMILES: C([O:3][CH:4](OCC)[CH2:5][O:6][C:7]1[CH:12]=[C:11]([Cl:13])[C:10]([O:14][CH2:15][CH2:16][CH2:17][O:18][C:19]2[CH:24]=[CH:23][C:22]([Cl:25])=[CH:21][CH:20]=2)=[C:9]([Cl:26])[CH:8]=1)C.Cl.C(O)(=O)C>O>[Cl:25][C:22]1[CH:23]=[CH:24][C:19]([O:18][CH2:17][CH2:16][CH2:15][O:14][C:10]2[C:9]([Cl:26])=[CH:8][C:7]([O:6][CH2:5][CH:4]=[O:3])=[CH:12][C:11]=2[Cl:13])=[CH:20][CH:21]=1. Yield: 59.5%. Yields the product ClC1=CC=C(OCCCOC2=C(C=C(OCC=O)C=C2Cl)Cl)C=C1 (4-(3-(4-chlorophenoxy)propyloxy)-3,5-dichlorophenoxyacetaldehyde). Reported procedure: 4-(3-(4-Chlorophenoxy)propyloxy)-3,5-dichlorophenoxyacetaldehyde diethylacetal (manufactured in Production Example 1 of intermediate described hereinafter) (1.6 g) was added dropwise to a mixed solution of 1 ml of hydrochloric acid and 9 ml of acetic acid with stirring at room temperature. After stirring at room temperature for 30 minutes, the reaction solution was poured into iced water and extracted twice with 100 ml of diethyl ether. The ether layers were combined. washed with water, washed t... Isolated yield 5.2%. The product is C1(CCC1)NC=1C=C2C(=NC1)ON=C2C(C=2C=C1C=CC=NC1=CC2)(F)F (N-cyclobutyl-3-(difluoro(quinolin-6-yl)methyl)isoxazolo[5,4-b]pyridin-5-amine). Conditions: temperature 80 celsius, time 2 hour. Run in C1(=CC=CC=C1)C (toluene), ClCCl (dichloromethane). The reagents and catalysts are C=1C=CC(=CC1)/C=C/C(=O)/C=C/C2=CC=CC=C2.C=1C=CC(=CC1)/C=C/C(=O)/C=C/C2=CC=CC=C2.C=1C=CC(=CC1)/C=C/C(=O)/C=C/C2=CC=CC=C2.[Pd].[Pd] (Pd2(dba)3). Procedure: To a pressure vial was added sodium tert-butoxide (38 mg, 0.40 mmol), xantphos (0.12 g, 0.20 mmol), Pd2(dba)3 (61 mg, 0.066 mmol), 6-((5-bromoisoxazolo[5,4-b]pyridin-3-yl)difluoromethyl)quinoline (0.10 g, 0.27 mmol), and cyclobutanamine (0.025 mL, 0.29 mmol) in toluene (3 mL). The mixture was stirred at 80° C. for two hours then was diluted with dichloromethane and filtered through celite. Purification of the filtrate by MPLC (eluted with a gradient of 10 to 50% ethyl acetate in hexanes) afforde... Starting materials: CC(C)([O-])C.[Na+] (sodium tert-butoxide), CC1(C2=C(C(=CC=C2)P(C3=CC=CC=C3)C4=CC=CC=C4)OC5=C(C=CC=C51)P(C6=CC=CC=C6)C7=CC=CC=C7)C (xantphos), BrC=1C=C2C(=NC1)ON=C2C(C=2C=C1C=CC=NC1=CC2)(F)F (6-((5-bromoisoxazolo[5,4-b]pyridin-3-yl)difluoromethyl)quinoline), C1(CCC1)N (cyclobutanamine). Reaction SMILES: CC(C)([O-])C.[Na+].CC1(C)C2C(=C(P(C3C=CC=CC=3)C3C=CC=CC=3)C=CC=2)OC2C(P(C3C=CC=CC=3)C3C=CC=CC=3)=CC=CC1=2.Br[C:50]1[CH:51]=[C:52]2[C:58]([C:59]([F:71])([F:70])[C:60]3[CH:61]=[C:62]4[C:67](=[CH:68][CH:69]=3)[N:66]=[CH:65][CH:64]=[CH:63]4)=[N:57][O:56][C:53]2=[N:54][CH:55]=1.[CH:72]1([NH2:76])[CH2:75][CH2:74][CH2:73]1>C1(C)C=CC=CC=1.ClCCl.C1C=CC(/C=C/C(/C=C/C2C=CC=CC=2)=O)=CC=1.C1C=CC(/C=C/C(/C=C/C2C=CC=CC=2)=O)=CC=1.C1C=CC(/C=C/C(/C=C/C2C=CC=CC=2)=O)=CC=1.[Pd].[Pd]>[CH:72]1([NH:76][C:50]2[CH:51]=[C:52]3[C:58]([C:59]([F:71])([F:70])[C:60]4[CH:61]=[C:62]5[C:67](=[CH:68][CH:69]=4)[N:66]=[CH:65][CH:64]=[CH:63]5)=[N:57][O:56][C:53]3=[N:54][CH:55]=2)[CH2:75][CH2:74][CH2:73]1 |f:0.1,7.8.9.10.11|. Reported procedure: In the same manner as described in Example 16, (3S)-1,2,3,4-tetrahydro-β-carboline-3-carboxylic acid (1.08 g), 2N NaOH (5 ml), 50% ethanol (15 ml), carbon disulfide (0.3 ml) and 4-chlorobenzyl chloride (1.13 g) are reacted and treated. The product is crystallized from n-hexane to give the title compound (1.44 g, 69%), m.p. 139°-141° C. (decomp.). The yield is 69.0%. Yields the product ClC1=CC=C(CSC(=S)N2CC=3NC4=CC=CC=C4C3C[C@H]2C(=O)O)C=C1 ((3S)-2-[(4-Chlorobenzylthio)thiocarbonyl]-1,2,3,4-tetrahydro-β-carboline-3-carboxylic acid). Reaction SMILES: [CH2:1]1[C:13]2[NH:12][C:11]3[C:6](=[CH:7][CH:8]=[CH:9][CH:10]=3)[C:5]=2[CH2:4][C@@H:3]([C:14]([OH:16])=[O:15])[NH:2]1.[OH-].[Na+].C(O)C.[Cl:22][C:23]1[CH:30]=[CH:29][C:26]([CH2:27]Cl)=[CH:25][CH:24]=1.[C:31](=[S:33])=[S:32]>>[Cl:22][C:23]1[CH:30]=[CH:29][C:26]([CH2:27][S:33][C:31]([N:2]2[C@H:3]([C:14]([OH:16])=[O:15])[CH2:4][C:5]3[C:6]4[C:11](=[CH:10][CH:9]=[CH:8][CH:7]=4)[NH:12][C:13]=3[CH2:1]2)=[S:32])=[CH:25][CH:24]=1 |f:1.2|. The reactants are C1N[C@@H](CC=2C3=CC=CC=C3NC12)C(=O)O ((3S)-1,2,3,4-tetrahydro-β-carboline-3-carboxylic acid), ClC1=CC=C(CCl)C=C1 (4-chlorobenzyl chloride), C(=S)=S (carbon disulfide), [OH-].[Na+] (NaOH), C(C)O (ethanol).